This data is from the Open Reaction Database (ORD), a public repository of structured organic reaction records. The task is: describe an organic reaction: reactants, conditions, products, and yield Reactants: COC(C1=CC(=NC=C1)NC(COC1=C(C=C(C=C1)Cl)Cl)=O)=O (2-[2-(2,4-dichloro-phenoxy)-acetylamino]-isonicotinic acid methyl ester), [I-].[Li+] (lithium Iodide). The solvent is N1=CC=CC=C1 (pyridine). Yields the product ClC1=C(OCC(=O)NC=2C=C(C(=O)O)C=CN2)C=CC(=C1)Cl (2-[2-(2,4-dichloro-phenoxy)acetylamino]-isonicotinic acid). Yield: 41.9%. Reaction SMILES: C[O:2][C:3](=[O:23])[C:4]1[CH:9]=[CH:8][N:7]=[C:6]([NH:10][C:11](=[O:22])[CH2:12][O:13][C:14]2[CH:19]=[CH:18][C:17]([Cl:20])=[CH:16][C:15]=2[Cl:21])[CH:5]=1.[I-].[Li+]>N1C=CC=CC=1>[Cl:21][C:15]1[CH:16]=[C:17]([Cl:20])[CH:18]=[CH:19][C:14]=1[O:13][CH2:12][C:11]([NH:10][C:6]1[CH:5]=[C:4]([CH:9]=[CH:8][N:7]=1)[C:3]([OH:23])=[O:2])=[O:22] |f:1.2|. Procedure: A solution of 2-[2-(2,4-dichloro-phenoxy)-acetylamino]-isonicotinic acid methyl ester (50 mg, 0.14 mmol) and lithium Iodide (189 mg, 1.41 mmol) in pyridine (3 mL) was heated to reflux until reaction completion, then cooled and distilled off the solvent under reduced pressure. The residue was taken up in water, neutralized and extracted with methanol/MC mixture (10%). The combined extracts were washed with brine and water, dried over anhydrous MgSO4, filtered and concentrated under reduced pressu...